Dataset: the Open Reaction Database (ORD), a public repository of structured organic reaction records. Task: describe an organic reaction: reactants, conditions, products, and yield The reactants are Cl (hydrochloric acid), COCOC1CCN(CC1)CCN(CC1=CC=CC=C1)CCCCOC=1C=C2C=CC(NC2=CC1)=O (6-[4-{N-[2-(4-methoxymethoxy-1-piperidinyl)ethyl]-N-benzylamino}butoxy]carbostyril). Solvent: CO (methanol). Run at time 1 day. Yields the product OC1CCN(CC1)CCN(CC1=CC=CC=C1)CCCCOC=1C=C2C=CC(NC2=CC1)=O (6-[4-{N-[2-(4-hydroxy-1-piperidinyl)ethyl]-N-benzylamino}butoxy]carbostyril). Yield: 33.9%. As a reaction SMILES: Cl.COC[O:5][CH:6]1[CH2:11][CH2:10][N:9]([CH2:12][CH2:13][N:14]([CH2:22][CH2:23][CH2:24][CH2:25][O:26][C:27]2[CH:28]=[C:29]3[C:34](=[CH:35][CH:36]=2)[NH:33][C:32](=[O:37])[CH:31]=[CH:30]3)[CH2:15][C:16]2[CH:21]=[CH:20][CH:19]=[CH:18][CH:17]=2)[CH2:8][CH2:7]1>CO>[OH:5][CH:6]1[CH2:7][CH2:8][N:9]([CH2:12][CH2:13][N:14]([CH2:22][CH2:23][CH2:24][CH2:25][O:26][C:27]2[CH:28]=[C:29]3[C:34](=[CH:35][CH:36]=2)[NH:33][C:32](=[O:37])[CH:31]=[CH:30]3)[CH2:15][C:16]2[CH:17]=[CH:18][CH:19]=[CH:20][CH:21]=2)[CH2:10][CH2:11]1. Procedure details: 10 ml of 10% hydrochloric acid was added to a solution of 1.07 g of 6-[4-{N-[2-(4-methoxymethoxy-1-piperidinyl)ethyl]-N-benzylamino}butoxy]carbostyril in 10 ml of methanol. The mixture was stirred at room temperature for 1 day. The reaction mixture was washed with chloroform and then made alkaline with a 10% aqueous potassium hydroxide solution, followed by extraction with chloroform. The extract was washed with water and dried with magnesium sulfate. The solvent was removed by distillation. The... Starting materials: CO, O=C(O)Cc1ccc2c(c1)NCCC2, O=S(Cl)Cl. Product: COC(=O)Cc1ccc2c(c1)NCCC2. Reaction SMILES: [CH3:19][OH:20].[NH:5]1[CH2:6][CH2:7][CH2:8][c:9]2[cH:10][cH:11][c:12]([CH2:15][C:16](=[O:17])[OH:18])[cH:13][c:14]21.[S:1]([Cl:2])([Cl:3])=[O:4]>>[NH:5]1[CH2:6][CH2:7][CH2:8][c:9]2[cH:10][cH:11][c:12]([CH2:15][C:16](=[O:17])[O:18][CH3:19])[cH:13][c:14]21. Starting materials: OBO, O=C(c1c(F)cc(Br)cc1F)N1CCCC1CN1CCCC1, CS(=O)(=O)c1ccccc1. Product: CS(=O)(=O)c1ccc(-c2cc(F)c(C(=O)N3CCCC3CN3CCCC3)c(F)c2)cc1. RXN SMILES: [BH:23]([OH:24])[OH:25].[Br:1][c:2]1[cH:3][c:4]([F:22])[c:5]([C:9](=[O:10])[N:11]2[CH:12]([CH2:16][N:17]3[CH2:18][CH2:19][CH2:20][CH2:21]3)[CH2:13][CH2:14][CH2:15]2)[c:6]([F:8])[cH:7]1.[CH3:26][S:27](=[O:28])(=[O:29])[c:30]1[cH:31][cH:32][cH:33][cH:34][cH:35]1>>[c:2]1(-[c:33]2[cH:32][cH:31][c:30]([S:27]([CH3:26])(=[O:28])=[O:29])[cH:35][cH:34]2)[cH:3][c:4]([F:22])[c:5]([C:9](=[O:10])[N:11]2[CH:12]([CH2:16][N:17]3[CH2:18][CH2:19][CH2:20][CH2:21]3)[CH2:13][CH2:14][CH2:15]2)[c:6]([F:8])[cH:7]1. The reactants are NC(C(C1CC(CC1)CO)N(C(OCC1=CC=CC=C1)=O)C)=NO (benzyl 2-amino-2-(hydroxyimino)-1-(3-(hydroxymethyl)cyclopentyl)ethyl(methyl)carbamate), C(C)OC(=O)C#CC(=O)OCC (diethylacetylenedicarboxylate). Solvent: CCO (EtOH). Run at temperature 23 celsius, time 2 day. The product is NC(C(C1CC(CC1)CO)N(C)C(=O)OCC1=CC=CC=C1)=NO/C(/C(=O)OCC)=C/C(=O)OCC (Diethyl 2-(1-amino-2-((benzyloxycarbonyl)(methyl)amino)-2-(3-(hydroxymethyl)cyclopentyl)ethylideneaminooxy)maleate). The yield is 63.3%. As a reaction SMILES: [NH2:1][C:2](=[N:23][OH:24])[CH:3]([N:11]([CH3:22])[C:12](=[O:21])[O:13][CH2:14][C:15]1[CH:20]=[CH:19][CH:18]=[CH:17][CH:16]=1)[CH:4]1[CH2:8][CH2:7][CH:6]([CH2:9][OH:10])[CH2:5]1.[CH2:25]([O:27][C:28]([C:30]#[C:31][C:32]([O:34][CH2:35][CH3:36])=[O:33])=[O:29])[CH3:26]>CCO>[NH2:1][C:2](=[N:23][O:24]/[C:31](=[CH:30]/[C:28]([O:27][CH2:25][CH3:26])=[O:29])/[C:32]([O:34][CH2:35][CH3:36])=[O:33])[CH:3]([N:11]([C:12]([O:13][CH2:14][C:15]1[CH:16]=[CH:17][CH:18]=[CH:19][CH:20]=1)=[O:21])[CH3:22])[CH:4]1[CH2:8][CH2:7][CH:6]([CH2:9][OH:10])[CH2:5]1. Procedure details: To benzyl 2-amino-2-(hydroxyimino)-1-(3-(hydroxymethyl)cyclopentyl)ethyl(methyl)carbamate (0.800 g, 1.78 mmol) in EtOH (40 mL) was added diethylacetylenedicarboxylate (0.428 ml, 2.67 mmol). The reaction mixture was stirred at 23° C. for 2 days. The solvent was removed in vacuo and the crude material purified on a Silica gel column (Biotage flash chromatography system), eluted with a gradient of ethyl acetate:hexane (1:5) to (1:1) to afford 0.570 g (52% yield) of the title compound. 1H NMR (400 M... The reactants are ClC1=C(C(=C(C(=C1Cl)Cl)Cl)Cl)Cl (Hexachlorobenzene), FC(C(=O)F)(OC(C(F)(F)F)(F)F)F (Perfluoro-2-ethoxyacetylfluoride), C(C)(=O)OCCOCC (2-ethoxyethyl acetate), C(CCC)[Li] (n-butyllithium). Run in C(C)OCC (ethyl ether), hexanes. Run at temperature -40 celsius, time 30 minute. Product: FC(OC(C(F)(F)F)(F)F)(F)C(=O)C1=C(C(=C(C(=C1Cl)Cl)Cl)Cl)Cl (pentachlorophenyl perfluoroethoxymethyl ketone). As a reaction SMILES: Cl[C:2]1[C:7]([Cl:8])=[C:6]([Cl:9])[C:5]([Cl:10])=[C:4]([Cl:11])[C:3]=1[Cl:12].C([Li])CCC.[F:18][C:19]([F:31])([O:23][C:24]([F:30])([F:29])[C:25]([F:28])([F:27])[F:26])[C:20](F)=[O:21].C(OCCOCC)(=O)C>C(OCC)C>[F:18][C:19]([C:20]([C:2]1[C:3]([Cl:12])=[C:4]([Cl:11])[C:5]([Cl:10])=[C:6]([Cl:9])[C:7]=1[Cl:8])=[O:21])([F:31])[O:23][C:24]([F:29])([F:30])[C:25]([F:26])([F:28])[F:27]. Procedure: Hexachlorobenzene (35 g) was slurried in 160 ml of anhydrous ethyl ether at −40° C. A 2.5 M hexanes solution of n-butyllithium (54.1 mL) was added, and the reaction was stirred for 30 minutes at −40° C. Perfluoro-2-ethoxyacetylfluoride (40 g, 72% pure, prepared from 2-ethoxyethyl acetate by the method described in Example 1 of U.S. Pat. No. 5,326,919, incorporated herein by reference) was added to the −40° C. reaction mixture which was then allowed to warm slowly to room temperature. The reactio... Starting materials: Cl.COC1=CC=C(C=C1)NN (4-methoxyphenylhydrazine hydrochloride), O=C1C(CCCC1)CC(=O)OCC (ethyl 2-oxocyclohexaneacetate). The solvent is CCO (EtOH). Run at temperature 85 celsius. Yields the product COC=1C=C2C=3CCCC(C3NC2=CC1)CC(=O)OCC (ethyl 6-methoxy-1,2,3,4-tetrahydrocarbazol-1-ylacetate). Yield: 53.6%. Reaction SMILES: Cl.[CH3:2][O:3][C:4]1[CH:9]=[CH:8][C:7]([NH:10]N)=[CH:6][CH:5]=1.O=[C:13]1[CH2:18][CH2:17][CH2:16][CH2:15][CH:14]1[CH2:19][C:20]([O:22][CH2:23][CH3:24])=[O:21]>CCO>[CH3:2][O:3][C:4]1[CH:9]=[C:8]2[C:7](=[CH:6][CH:5]=1)[NH:10][C:13]1[CH:14]([CH2:19][C:20]([O:22][CH2:23][CH3:24])=[O:21])[CH2:15][CH2:16][CH2:17][C:18]2=1 |f:0.1|. Procedure: A mixture of 4-methoxyphenylhydrazine hydrochloride (50.0 mmol, 8.73 g) and ethyl 2-oxocyclohexaneacetate (50.0 mmol, 9.21 g) in absolute EtOH (25 ml) was heated at 85° C. for 1 h. After cooling to room temperature the mixture was filtered and the solvent was evaporated. Column chromatography (5% EtOAc in toluene) gave crystalline ethyl 6-methoxy-1,2,3,4-tetrahydrocarbazol-1-ylacetate (7.7 g, 53%). The reactants are C(Cl)(Cl)Cl (chloroform), NC=1C(N(C(N(C1N)CC(C)O)=O)C)=O (5,6-diamino-1-(2-hydroxypropyl)-3-methyl-2,4-(1H, 3H)-pyrimidinedione), CCOCC (ether). Run in C(C)(=O)O (acetic acid). Product: CN1C(N(C=2N=C(NC2C1=O)C)CC(C)O)=O (3.7-dihydro-1,8-dimethyl-3-(2-hydroxypropyl)-1H-purine-2,6-dione). As a reaction SMILES: [NH2:1][C:2]1[C:3](=[O:15])[N:4]([CH3:14])[C:5](=[O:13])[N:6]([CH2:9][CH:10]([OH:12])[CH3:11])[C:7]=1[NH2:8].C(Cl)(Cl)Cl.[CH3:20][CH2:21]OCC>C(O)(=O)C>[CH3:14][N:4]1[C:3](=[O:15])[C:2]2[NH:1][C:20]([CH3:21])=[N:8][C:7]=2[N:6]([CH2:9][CH:10]([OH:12])[CH3:11])[C:5]1=[O:13]. Procedure details: 16 g (0.075 mol) of 5,6-diamino-1-(2-hydroxypropyl)-3-methyl-2,4-(1H, 3H)-pyrimidinedione (VI) was refluxed in 35 ml of acetic acid for 15 minutes. To the warm solution 30 ml of chloroform was added and ether was then added slowly. The received crystals were filtered off. Yield 16 g (VII). These crystals were refluxed in 40 ml of 2 N NaOH for 30 minutes and then neutralized with 18 ml of 5 N hydrochloric acid. Crystals were filtered off and recrystallized from 50 ml of water. Yield 6.6 g (VIII)....